describe an organic reaction: reactants, conditions, products, and yield From a dataset of the Open Reaction Database (ORD), a public repository of structured organic reaction records. Starting materials: N[C@H]1[C@@H]2N(C(=C(CS2)CSC=2SC(=NN2)C)C(=O)OC(C2=CC=CC=C2)C2=CC=CC=C2)C1=O (diphenylmethyl 7β-amino-3-(5-methyl-1,3,4-thiadiazol-2-yl)thiomethylceph-3-em-4-carboxylate), ClC(C(=O)ON=C(C(=O)Cl)C=1SC=CC1)Cl (2-dichloroacetoxyimino-2-(thien-2-yl)acetyl chloride). The solvent is C(C)(=O)OCC (ethyl acetate), C(C)(=O)OCC (ethyl acetate), C1C(C)O1 (propylene oxide). The product is ClC(C(=O)ON=C(C(=O)N[C@H]1[C@@H]2N(C(=C(CS2)CSC=2SC(=NN2)C)C(=O)OC(C2=CC=CC=C2)C2=CC=CC=C2)C1=O)C=1SC=CC1)Cl (diphenylmethyl 7β-[2-dichloroacetoxyimino-2-(thien-2-yl)acetamido]-3-(5-methyl-1,3,4-thiadiazol-2-yl)thiomethylceph-3-em-4-carboxylate). Reaction SMILES: [Cl:1][CH:2]([Cl:16])[C:3]([O:5][N:6]=[C:7]([C:11]1[S:12][CH:13]=[CH:14][CH:15]=1)[C:8](Cl)=[O:9])=[O:4].[NH2:17][C@@H:18]1[C:49](=[O:50])[N:20]2[C:21]([C:33]([O:35][CH:36]([C:43]3[CH:48]=[CH:47][CH:46]=[CH:45][CH:44]=3)[C:37]3[CH:42]=[CH:41][CH:40]=[CH:39][CH:38]=3)=[O:34])=[C:22]([CH2:25][S:26][C:27]3[S:28][C:29]([CH3:32])=[N:30][N:31]=3)[CH2:23][S:24][C@H:19]12>C(OCC)(=O)C.C1OC1C>[Cl:1][CH:2]([Cl:16])[C:3]([O:5][N:6]=[C:7]([C:11]1[S:12][CH:13]=[CH:14][CH:15]=1)[C:8]([NH:17][C@@H:18]1[C:49](=[O:50])[N:20]2[C:21]([C:33]([O:35][CH:36]([C:43]3[CH:48]=[CH:47][CH:46]=[CH:45][CH:44]=3)[C:37]3[CH:42]=[CH:41][CH:40]=[CH:39][CH:38]=3)=[O:34])=[C:22]([CH2:25][S:26][C:27]3[S:28][C:29]([CH3:32])=[N:30][N:31]=3)[CH2:23][S:24][C@H:19]12)=[O:9])=[O:4]. Procedure details: A solution of 2-dichloroacetoxyimino-2-(thien-2-yl)acetyl chloride 0.585 g.) in ethyl acetate (5 ml.) was added to a stirred suspension of diphenylmethyl 7β-amino-3-(5-methyl-1,3,4-thiadiazol-2-yl)thiomethylceph-3-em-4-carboxylate (1 g.) in ethyl acetate (10 ml.) and propylene oxide (1 ml.) at 20°. After 30 minutes all the solid had dissolved. The solution was washed with 2 N-hydrochloric acid, saturated sodium bicarbonate solution, water and brine, dried and concentrated to give crude diphenylm... The reactants are Cc1nnc(CCNC(=O)OC(C)(C)C)o1, ClCCl, O=C(O)C(F)(F)F. Yields the product Cc1nnc(CCN)o1. Reaction SMILES: [C:8]([O:9][C:10](=[O:11])[NH:14][CH2:15][CH2:16][c:17]1[o:18][c:19]([CH3:22])[n:20][n:21]1)([CH3:12])([CH3:13])[CH3:23].[Cl:24][CH2:25][Cl:26].[F:1][C:2]([F:3])([F:4])[C:5]([OH:6])=[O:7]>>[NH2:14][CH2:15][CH2:16][c:17]1[o:18][c:19]([CH3:22])[n:20][n:21]1.